From a dataset of the Open Reaction Database (ORD), a public repository of structured organic reaction records. describe an organic reaction: reactants, conditions, products, and yield Starting materials: 11.85, O1C(COC2=C1C=CC=C2)CN2CCC(CC2)CNC=2SC1=C(N2)C=CC=C1 (N-[1-[(2,3-dihydro-1,4-benzodioxin-2-yl)methyl]-4-piperidinylmethyl]-2-benzothiazolamine), CN(C=O)C (N,N-dimethylformamide), [H-].[Na+] (sodium hydride), IC (iodomethane), CN(C=O)C (N,N-dimethylformamide). Solvent: O (water). Run at time 30 minute. Product: O1C(COC2=C1C=CC=C2)CN2CCC(CC2)CN(C=2SC1=C(N2)C=CC=C1)C (N-[[1-[(2,3-dihydro-1,4-benzodioxin-2-yl)methyl]-4-piperidinyl]methyl]-N-methyl-2-benzothiazolamine). RXN SMILES: [O:1]1[C:6]2[CH:7]=[CH:8][CH:9]=[CH:10][C:5]=2[O:4][CH2:3][CH:2]1[CH2:11][N:12]1[CH2:17][CH2:16][CH:15]([CH2:18][NH:19][C:20]2[S:21][C:22]3[CH:28]=[CH:27][CH:26]=[CH:25][C:23]=3[N:24]=2)[CH2:14][CH2:13]1.[CH3:29]N(C)C=O.[H-].[Na+].IC>O>[O:1]1[C:6]2[CH:7]=[CH:8][CH:9]=[CH:10][C:5]=2[O:4][CH2:3][CH:2]1[CH2:11][N:12]1[CH2:17][CH2:16][CH:15]([CH2:18][N:19]([CH3:29])[C:20]2[S:21][C:22]3[CH:28]=[CH:27][CH:26]=[CH:25][C:23]=3[N:24]=2)[CH2:14][CH2:13]1 |f:2.3|. Reported procedure: To a stirred solution of 11.85 parts of N-[1-[(2,3-dihydro-1,4-benzodioxin-2-yl)methyl]-4-piperidinylmethyl]-2-benzothiazolamine in 72 parts of N,N-dimethylformamide were added portionwise 1.5 parts of a sodium hydride dispersion 50%. Upon completion, stirring was continued for 30 minutes. A solution of 4.6 parts of iodomethane in 18 parts of N,N-dimethylformamide was added dropwise. The whole was stirred overnight at room temperature. The reaction mixture was poured into water and the product w... Starting materials: N12CCN(CC1)CC2 (1,4-diazabicyclo[2.2.2]octane), [N+](=O)([O-])C1=CC=C(C(=O)O)C=C1 (para-nitrobenzoic acid), N[C@@H]1C2=CC3=C(OCO3)C=C2[C@H]([C@H]2[C@H]1C(OC2)=O)C2=CC(=C(C(=C2)OC)O[Si](C)(C)C(C)(C)C)OC ((5S,5aR,8aS,9R)-5-amino-9-[4-{[tert-butyl(dimethyl)silyl]oxy}-3,5-dimethoxyphenyl]-5,8,8a,9-tetrahydrofuro[3′,4′:6,7]naphtho[2,3-d][1,3]dioxol-6(5aH)-one). Run in ClCCl (dichloromethane). Conditions: time 7 hour. Product: OC1=C(C=C(C=C1OC)[C@H]1[C@H]2[C@H]([C@@H](C3=CC4=C(OCO4)C=C13)NC(C1=CC=C(C=C1)[N+](=O)[O-])=O)C(OC2)=O)OC (N-[(5S,5aR,8aS,9R)-9-(4-hydroxy-3,5-dimethoxyphenyl)-6-oxo-5,5a,6,8,8a,9-hexahydrofuro[3′,4′:6,7]naphtho[2,3-d][1,3]dioxol-5-yl]-4-nitrobenzamide). RXN SMILES: N12CCN(CC1)CC2.[N+:9]([C:12]1[CH:20]=[CH:19][C:15]([C:16]([OH:18])=O)=[CH:14][CH:13]=1)([O-:11])=[O:10].[NH2:21][C@H:22]1[C@@H:34]2[C:35](=[O:38])[O:36][CH2:37][C@H:33]2[C@H:32]([C:39]2[CH:44]=[C:43]([O:45][CH3:46])[C:42]([O:47][Si](C(C)(C)C)(C)C)=[C:41]([O:55][CH3:56])[CH:40]=2)[C:31]2[C:23]1=[CH:24][C:25]1[O:29][CH2:28][O:27][C:26]=1[CH:30]=2>ClCCl>[OH:47][C:42]1[C:43]([O:45][CH3:46])=[CH:44][C:39]([C@@H:32]2[C:31]3[C:23](=[CH:24][C:25]4[O:29][CH2:28][O:27][C:26]=4[CH:30]=3)[C@@H:22]([NH:21][C:16](=[O:18])[C:15]3[CH:14]=[CH:13][C:12]([N+:9]([O-:11])=[O:10])=[CH:20][CH:19]=3)[C@@H:34]3[C:35](=[O:38])[O:36][CH2:37][C@@H:33]23)=[CH:40][C:41]=1[O:55][CH3:56]. Procedure details: 0.4 mmol of 1,4-diazabicyclo[2.2.2]octane and then 0.78 mmol of para-nitrobenzoic acid are added to a solution of 0.6 mmol of the compound obtained in Step 1 in 10 ml of anhydrous dichloromethane. After 7 hours at ambient temperature, the reaction mixture is evaporated and the residue is chromatographed. The isolated product is then dissolved in 50 ml of methanol and Dowex 50X2-200 resin is added. After stirring for 15 hours at ambient temperature, the reaction mixture is filtered and then conce... Reactants: CC1CN(Cc2ccc(N(C)C(=O)c3ccc(Br)cn3)cc2)CCN1C(=O)OC(C)(C)C, N#Cc1cccc(O)c1, CC1CN(Cc2ccc(N(C)C(=O)c3ccc(Oc4ccc(F)cc4)cn3)cc2)CCN1C(=O)OC(C)(C)C. The product is CC1CN(Cc2ccc(N(C)C(=O)c3ccc(Oc4cccc(C#N)c4)cn3)cc2)CCN1C(=O)OC(C)(C)C. RXN SMILES: [Br:1][c:2]1[cH:3][cH:4][c:5]([C:8](=[O:9])[N:10]([c:11]2[cH:12][cH:13][c:14]([CH2:17][N:18]3[CH2:19][CH:20]([CH3:31])[N:21]([C:24](=[O:25])[O:26][C:27]([CH3:28])([CH3:29])[CH3:30])[CH2:22][CH2:23]3)[cH:15][cH:16]2)[CH3:32])[n:6][cH:7]1.[C:33](#[N:34])[c:35]1[cH:36][c:37]([OH:41])[cH:38][cH:39][cH:40]1.[F:42][c:43]1[cH:44][cH:45][c:46]([O:47][c:48]2[cH:49][cH:50][c:51]([C:52]([N:53]([CH3:54])[c:55]3[cH:56][cH:57][c:58]([CH2:59][N:60]4[CH2:61][CH2:62][N:63]([C:64]([O:65][C:66]([CH3:67])([CH3:68])[CH3:69])=[O:70])[CH:71]([CH3:72])[CH2:73]4)[cH:74][cH:75]3)=[O:76])[n:77][cH:78]2)[cH:79][cH:80]1>>[c:2]1([O:41][c:37]2[cH:36][c:35]([C:33]#[N:34])[cH:40][cH:39][cH:38]2)[cH:3][cH:4][c:5]([C:8](=[O:9])[N:10]([c:11]2[cH:12][cH:13][c:14]([CH2:17][N:18]3[CH2:19][CH:20]([CH3:31])[N:21]([C:24](=[O:25])[O:26][C:27]([CH3:28])([CH3:29])[CH3:30])[CH2:22][CH2:23]3)[cH:15][cH:16]2)[CH3:32])[n:6][cH:7]1. Reactants: CCN1CCN(c2cc(NC(=O)OC(C)(C)C)ncn2)CC1, C1CCNCC1, Cc1ccccc1. Yields the product CCN1CCN(c2cc(NC(=O)N3CCCCC3)ncn2)CC1. RXN SMILES: [C:1]([O:2][C:6]([NH:7][c:8]1[n:9][cH:10][n:11][c:12]([N:14]2[CH2:15][CH2:16][N:17]([CH2:20][CH3:21])[CH2:18][CH2:19]2)[cH:13]1)=[O:22])([CH3:3])([CH3:4])[CH3:5].[CH2:23]1[CH2:24][CH2:25][NH:26][CH2:27][CH2:28]1.[CH3:29][c:30]1[cH:31][cH:32][cH:33][cH:34][cH:35]1>>[C:6]([NH:7][c:8]1[n:9][cH:10][n:11][c:12]([N:14]2[CH2:15][CH2:16][N:17]([CH2:20][CH3:21])[CH2:18][CH2:19]2)[cH:13]1)(=[O:22])[N:26]1[CH2:25][CH2:24][CH2:23][CH2:28][CH2:27]1. Starting materials: FC=1C=C(C=C(C1)F)C1=C(C(C2=CC(=CC=C12)OCCCN1CCN(CC1)C(=O)OC(C)(C)C)=O)C1=CC=C(C=C1)C (tert-butyl 4-(3-(3-(3,5-difluorophenyl)-1-oxo-2-p-tolyl-1H-inden-6-yloxy)propyl)piperazine-1-carboxylate), FC(C(=O)O)(F)F (trifluoroacetic acid). The solvent is C(Cl)Cl (CH2Cl2), [OH-].[Na+] (NaOH), C(Cl)Cl (CH2Cl2). Reaction conditions: time 1 hour. Yields the product FC=1C=C(C=C(C1)F)C1=C(C(C2=CC(=CC=C12)OCCCN1CCNCC1)=O)C1=CC=C(C=C1)C (3-(3,5-Difluorophenyl)-6-(3-(piperazin-1-yl)propoxy)-2-p-tolyl-1H-inden-1-one). RXN SMILES: [F:1][C:2]1[CH:3]=[C:4]([C:9]2[C:17]3[C:12](=[CH:13][C:14]([O:18][CH2:19][CH2:20][CH2:21][N:22]4[CH2:27][CH2:26][N:25](C(OC(C)(C)C)=O)[CH2:24][CH2:23]4)=[CH:15][CH:16]=3)[C:11](=[O:35])[C:10]=2[C:36]2[CH:41]=[CH:40][C:39]([CH3:42])=[CH:38][CH:37]=2)[CH:5]=[C:6]([F:8])[CH:7]=1.FC(F)(F)C(O)=O>C(Cl)Cl.[OH-].[Na+]>[F:1][C:2]1[CH:3]=[C:4]([C:9]2[C:17]3[C:12](=[CH:13][C:14]([O:18][CH2:19][CH2:20][CH2:21][N:22]4[CH2:23][CH2:24][NH:25][CH2:26][CH2:27]4)=[CH:15][CH:16]=3)[C:11](=[O:35])[C:10]=2[C:36]2[CH:37]=[CH:38][C:39]([CH3:42])=[CH:40][CH:41]=2)[CH:5]=[C:6]([F:8])[CH:7]=1 |f:3.4|. Procedure details: To a solution of tert-butyl 4-(3-(3-(3,5-difluorophenyl)-1-oxo-2-p-tolyl-1H-inden-6-yloxy)propyl)piperazine-1-carboxylate (24 mg, 0.04 mmol) obtained in Step 1 in CH2Cl2 was added trifluoroacetic acid (20 eq, 0.6 mmol). After being stirred for 1 h, the mixture was diluted with CH2Cl2 and basicified to pH 9 with a 3N NaOH solution. The organic layer was washed with H2O and brine, dried over MgSO4, and concentrated in vacuo to provide the title compound. The reactants are S1C2=C(C=C1C1=NC(=NC=C1)NC1CCN(CC1)CC1=CC=CC=C1)C=CC=C2 ((4-Benzo[b]thiophen-2-yl-pyrimidin-2-yl)-(1-benzyl-piperidin-4-yl)-amine). Reagents/catalysts: [Pd] (palladium on charcoal). Run in CCO (EtOH). Conditions: time 5 hour. Yields the product S1C2=C(C=C1C1=NC(=NC=C1)NC1CCNCC1)C=CC=C2 ((4-Benzo[b]thiophen-2-yl-pyrimidin-2-yl)-piperidin-4-yl-amine). Reaction SMILES: [S:1]1[C:5]([C:6]2[CH:11]=[CH:10][N:9]=[C:8]([NH:12][CH:13]3[CH2:18][CH2:17][N:16](CC4C=CC=CC=4)[CH2:15][CH2:14]3)[N:7]=2)=[CH:4][C:3]2[CH:26]=[CH:27][CH:28]=[CH:29][C:2]1=2>CCO.[Pd]>[S:1]1[C:5]([C:6]2[CH:11]=[CH:10][N:9]=[C:8]([NH:12][CH:13]3[CH2:14][CH2:15][NH:16][CH2:17][CH2:18]3)[N:7]=2)=[CH:4][C:3]2[CH:26]=[CH:27][CH:28]=[CH:29][C:2]1=2. Procedure details: Compound of Example 149 (4.0 g, 10.0 mmol) was dissolved in 100 ml of EtOH and hydrogenated in the presence of 200 mg palladium on charcoal 10% at room temperature and 1 bar for 5 hours. Then the mixture was filtered through Hyflo and evaporated. The crude was purified by chromatography on silicagel (DCM/MeOH/ammonia:8/2/0.2). Yield: 2.76 g (89%). Starting materials: C(CC)N(CCN)CCC (N,N-Dipropyl-1,2-ethanediamine), ClC=1N=[N+](C2=C(N1)C=C1CCCC1=C2)[O-] (3-Chloro-7,8-dihydro-6H-indeno[5,6-e][1,2,4]triazine 1-Oxide). The solvent is COCCOC (DME). The product is [O-][N+]1=NC(=NC2=C1C=C1CCCC1=C2)NCCN(CCC)CCC (N1-(1-Oxido-7,8-dihydro-6H-indeno[5,6-e][1,2,4]triazin-3-yl)-N2,N2-dipropyl-1,2-ethanediamine). Isolated yield 75.9%. As a reaction SMILES: [CH2:1]([N:4]([CH2:8][CH2:9][CH3:10])[CH2:5][CH2:6][NH2:7])[CH2:2][CH3:3].Cl[C:12]1[N:13]=[N+:14]([O-:25])[C:15]2[CH:24]=[C:23]3[C:19]([CH2:20][CH2:21][CH2:22]3)=[CH:18][C:16]=2[N:17]=1>COCCOC>[O-:25][N+:14]1[C:15]2[CH:24]=[C:23]3[C:19](=[CH:18][C:16]=2[N:17]=[C:12]([NH:7][CH2:6][CH2:5][N:4]([CH2:8][CH2:9][CH3:10])[CH2:1][CH2:2][CH3:3])[N:13]=1)[CH2:20][CH2:21][CH2:22]3. Procedure: N1,N1-Dipropyl-1,2-ethanediamine (297) (0.27 g, 1.9 mmol) was added to a stirred solution of chloride 21 (298 mg, 1.3 mmol) in DME (50 mL) and the solution stirred at reflux temperature for 2 h. The solvent was evaporated and the residue partitioned between DCM (100 mL) and dilute aqueous NH3 solution (50 mL). The organic fraction was dried and the solvent evaporated. The residue was purified by chromatography, eluting with a gradient (0-10%) of MeOH/DCM, to give 1-oxide 28 (325 mg, 74%) as a ye... Starting materials: TiCl3, gel, [Al](CC)(CC)Cl (Et2AlCl), CCCCC (pentane), CN(P(N(C)C)(N(C)C)=O)C (hexamethylphosphoric triamide), [Al](CC)(CC)Cl (Et2AlCl), CO (methanol). The reagents and catalysts are Et2AlCl hexamethylphosphoric triamide δ-TiCl3. Conditions: temperature 25 celsius, time 24 hour. Yields the product C=CCCCC (1-hexene), C=CCCCCC=C (1,7-octadiene). Reaction SMILES: CN(C)P(=O)(N(C)C)N(C)C.[Al](Cl)([CH2:15][CH3:16])CC.[CH3:18]O.[CH3:20][CH2:21][CH2:22][CH2:23][CH3:24]>>[CH2:20]=[CH:21][CH2:22][CH2:23][CH2:15][CH3:16].[CH2:20]=[CH:21][CH2:22][CH2:23][CH2:24][CH2:18][CH:15]=[CH2:16]. Reported procedure: A solution of 54 grams (0.64 mole) 1-hexene and 7.9 grams (0.072 mole) 1,7-octadiene (molar charge ratio 90:10) in 80 ml pentane was polymerized with the required amount of Et2AlCl/hexamethylphosphoric triamide/δ-TiCl3 catalyst (2.4 millimoles δ-TiCl3). The molar ratio of hexamethylphosphoric triamide to Et2AlCl was 0.7:1 and of Et2AlCl to TiCl3 was 1.5:1. After agitating for 24 hours at 25° C., the resulting copolymer was isolated by methanol coagulation and dried. The conversion to copolymer w...